From a dataset of the Open Reaction Database (ORD), a public repository of structured organic reaction records. describe an organic reaction: reactants, conditions, products, and yield Starting materials: C(C1=CC=CC=C1)N1C(CCCC1)=O (1benzylpiperidone), II (iodine), [Mg] (magnesium), C(C1=CC=CC=C1)N1CCC(CC1)(C1=CC=C(C=C1)C)O (1-Benzyl-4-hydroxy-4-(4-methylphenyl)piperidine), [Cl-].[NH4+] (ammonium chloride), BrC1=CC=C(C=C1)C (p-bromotoluene). The reagents and catalysts are BrC1=CC=C(C=C1)C (p-bromotoluene). The solvent is C(C)OCC (diethyl ether), C(C)OCC (diethyl ether), C(C)OCC (diethyl ether). Run at temperature 20 celsius, time 30 minute. The product is C(C1=CC=CC=C1)N1C(CC(CC1)(C1=CC=C(C=C1)C)O)=O (1-Benzyl-4-hydroxy-4(4-methylphenyl)piperidone). Reaction SMILES: [CH2:1]([N:8]1[CH2:13][CH2:12][C:11]([OH:21])([C:14]2[CH:19]=[CH:18][C:17]([CH3:20])=[CH:16][CH:15]=2)[CH2:10][CH2:9]1)[C:2]1[CH:7]=[CH:6][CH:5]=[CH:4][CH:3]=1.II.[Mg].BrC1C=CC(C)=CC=1.C(N1CCCCC1=[O:46])C1C=CC=CC=1.[Cl-].[NH4+]>BrC1C=CC(C)=CC=1.C(OCC)C>[CH2:1]([N:8]1[CH2:9][CH2:10][C:11]([OH:21])([C:14]2[CH:15]=[CH:16][C:17]([CH3:20])=[CH:18][CH:19]=2)[CH2:12][C:13]1=[O:46])[C:2]1[CH:3]=[CH:4][CH:5]=[CH:6][CH:7]=1 |f:5.6|. Procedure details: 1-Benzyl-4-hydroxy-4-(4-methylphenyl)piperidine may be prepared in the following manner: several drops of p-bromotoluene and a crystal of iodine are added to magnesium turnings (1.7 g) in diethyl ether (25 cc), under a current of argon. The mixture is heated to boiling, then a solution of p-bromotoluene (12.1 g) in diethyl ether (70 cc) is poured in in such a manner as to maintain the reflux. The reaction medium is stirred for 30 minutes at the boiling point of the solvent, then cooled to a temp... Starting materials: ClC=1C=CC2=C(C(=CS2)CC(=O)OC)C1 (methyl α-(5-chloro-3-benzothienyl)acetate), C[O-].[Na+] (sodium methoxide), N(=O)OCCCC (n-butyl nitrite). Product: ON=C(C(=O)OC)C1=CSC2=C1C=C(C=C2)Cl (methyl α-hydroxyimino-α-(5-chloro-3-benzothienyl)acetate). RXN SMILES: [Cl:1][C:2]1[CH:3]=[CH:4][C:5]2[S:9][CH:8]=[C:7]([CH2:10][C:11]([O:13][CH3:14])=[O:12])[C:6]=2[CH:15]=1.C[O-].[Na+].[N:19](OCCCC)=[O:20]>>[OH:20][N:19]=[C:10]([C:7]1[C:6]2[CH:15]=[C:2]([Cl:1])[CH:3]=[CH:4][C:5]=2[S:9][CH:8]=1)[C:11]([O:13][CH3:14])=[O:12] |f:1.2|. Procedure: Reaction of chloroacetone with 4-chlorothiophenol gave (4-chlorophenyl)thiomethyl methyl ketone, which was cyclized by reaction with polyphosphoric acid to 5-chloro-3-methylbenzothiophene. Bromination of the latter compound by photochemical reaction with N-bromosuccinimide provided 5-chloro-3-bromomethylbenzothiophene, which was reacted with sodium cyanide to give 5-chloro-3-cyanomethylbenzothiophene. The latter compound was hydrolyzed and esterified to give methyl α-(5-chloro-3-benzothienyl)ace... Starting materials: ClCCN1C(=C(C(C=C1)=O)O)C (N-(2-chloroethyl)-2-methyl-3-hydroxy-4-pyridinone), C(C#C)N1CCNCC1 (N-propargylpiperazine). Product: C(C#C)N1CCN(CC1)CCN1C(=C(C(C=C1)=O)O)C (N-(4-propargylpiperazin-1-ylethyl)-2-methyl-3-hydroxy-4-pyridinone). Reaction SMILES: Cl[CH2:2][CH2:3][N:4]1[CH:9]=[CH:8][C:7](=[O:10])[C:6]([OH:11])=[C:5]1[CH3:12].[CH2:13]([N:16]1[CH2:21][CH2:20][NH:19][CH2:18][CH2:17]1)[C:14]#[CH:15]>>[CH2:13]([N:16]1[CH2:21][CH2:20][N:19]([CH2:2][CH2:3][N:4]2[CH:9]=[CH:8][C:7](=[O:10])[C:6]([OH:11])=[C:5]2[CH3:12])[CH2:18][CH2:17]1)[C:14]#[CH:15]. Procedure: The title compound was prepared as described in Scheme D by reaction of N-(2-chloroethyl)-2-methyl-3-hydroxy-4-pyridinone (H2, Appendix VII) (prepared as described in Bijaya L. Rai, Lotfollah Dekhordi, Hicham Khodr, Yi Jin, Zudong Liu, and Robert C. Hider J. Med. Chem. 1998, 41,3347-3359) with N-propargylpiperazine (obtained as in step (iii) in Example 2): Procedure: 3-Indolebutyric acid (1.3 g, 6.5 mmole), 1-hydroxybenzotriazole hydrate (1.1 g, 7.8 mmole) and 1,3-diisopropylcarbodiimide (2.4 ml, 15.6 mmole) were combined in 100 ml of DMF and stirred at room temperature for 2 hours under a nitrogen atmosphere. To this was added dropwise (S)-7-methoxy-2,3-dihydro-1,4-benzodioxin-2-methanamine hydrochloride (1.5 g, 6.5 mmole) in 50 ml of DMF and the mixture was further stirred for 24 hours. The solvent was removed and replaced with dichloromethane. The mixture... Reactants: Cl.COC=1C=CC2=C(O[C@H](CO2)CN)C1 ((S)-7-methoxy-2,3-dihydro-1,4-benzodioxin-2-methanamine hydrochloride), N1C=C(C2=CC=CC=C12)CCCC(=O)O (3-Indolebutyric acid), O.ON1N=NC2=C1C=CC=C2 (1-hydroxybenzotriazole hydrate), C(C)(C)N=C=NC(C)C (1,3-diisopropylcarbodiimide). Yields the product N1C=C(C2=CC=CC=C12)CCCCNCC1COC2=C(O1)C=C(C=C2)OC ([4-(1H-Indol-3-yl)-butyl]-(7-methoxy-2,3-dihydro-benzo[1,4]dioxin-2-ylmethyl)amine). As a reaction SMILES: [NH:1]1[C:9]2[C:4](=[CH:5][CH:6]=[CH:7][CH:8]=2)[C:3]([CH2:10][CH2:11][CH2:12][C:13](O)=O)=[CH:2]1.O.ON1C2C=CC=CC=2N=N1.C(N=C=NC(C)C)(C)C.Cl.[CH3:37][O:38][C:39]1[CH:40]=[CH:41][C:42]2[O:47][CH2:46][C@H:45]([CH2:48][NH2:49])[O:44][C:43]=2[CH:50]=1>CN(C=O)C>[NH:1]1[C:9]2[C:4](=[CH:5][CH:6]=[CH:7][CH:8]=2)[C:3]([CH2:10][CH2:11][CH2:12][CH2:13][NH:49][CH2:48][CH:45]2[O:44][C:43]3[CH:50]=[C:39]([O:38][CH3:37])[CH:40]=[CH:41][C:42]=3[O:47][CH2:46]2)=[CH:2]1 |f:1.2,4.5|. Solvent: CN(C)C=O (DMF), CN(C)C=O (DMF). Yield: 63.0%. Run at time 2 hour. Reactants: C(CCCCCCC)C1C=CC(=C2C1=C1C(=N2)CCCC1)C(=O)C1=CC=C(O1)C=O (5-[(-1,2,3,4-tetrahydro-9-octyl-9H-dibenzo[b,d]pyrrol-6-yl)carbonyl]-2-furancarboxaldehyde), C1(=CC=C(C=C1)S(=O)(=O)O)C (p-toluenesulfonic acid), CO (methanol). The product is COC(C1=CC=C(O1)C(=O)C=1C=CC(C2=C3C(=NC21)CCCC3)CCCCCCCC)OC ([5-(dimethoxymethyl)-2-furanyl]-(1,2,3,4-tetrahydro-9-octyl-9H-dibenzo[b,d]-pyrrol-6-yl)methanone). RXN SMILES: [CH2:1]([CH:9]1[C:14]2=[C:15]3[CH2:21][CH2:20][CH2:19][CH2:18][C:16]3=[N:17][C:13]2=[C:12]([C:22]([C:24]2[O:28][C:27]([CH:29]=[O:30])=[CH:26][CH:25]=2)=[O:23])[CH:11]=[CH:10]1)[CH2:2][CH2:3][CH2:4][CH2:5][CH2:6][CH2:7][CH3:8].[C:31]1(C)C=CC(S(O)(=O)=O)=CC=1.[CH3:42][OH:43]>>[CH3:42][O:43][CH:29]([O:30][CH3:31])[C:27]1[O:28][C:24]([C:22]([C:12]2[CH:11]=[CH:10][CH:9]([CH2:1][CH2:2][CH2:3][CH2:4][CH2:5][CH2:6][CH2:7][CH3:8])[C:14]3[C:13]=2[N:17]=[C:16]2[CH2:18][CH2:19][CH2:20][CH2:21][C:15]=32)=[O:23])=[CH:25][CH:26]=1. Reported procedure: A mixture of 11.2 g of aldehyde from Example 155, and 1.0 g of p-toluenesulfonic acid in 150 mL of methanol was refluxed for 2 hours. After evaporation of the solvent the residue was poured into a saturated solution of sodium bicarbonate and extracted with ethyl acetate. The material obtained as an orange-brown oil (11.9 g; 95%) was used without further purification. The reactants are C1(=CC=CC=C1)C=1C(C(=C(C1C1=CC=C(C=C1)Br)C1=CC=C(C=C1)Br)C1=CC=CC=C1)=O (2,5-Diphenyl-3,4-di(4-bromophenyl)cyclopentadienone), ( 8 ), C([O-])([O-])=O.[Na+].[Na+] (sodium carbonate), C1(=CC=CC=C1)C (toluene). Reagents/catalysts: [Pd].C1(=CC=CC=C1)P(C1=CC=CC=C1)C1=CC=CC=C1.C1(=CC=CC=C1)P(C1=CC=CC=C1)C1=CC=CC=C1.C1(=CC=CC=C1)P(C1=CC=CC=C1)C1=CC=CC=C1.C1(=CC=CC=C1)P(C1=CC=CC=C1)C1=CC=CC=C1 (Tetrakis(triphenylphosphine)-palladium (0)). Solvent: C(C)O (ethanol). Product: C1(=CC=CC=C1)C=1C(C(=C(C1C1=CC=C(C=C1)C1=CC=2C(C3=CC=CC=C3C2C=C1)(CCC)CCC)C1=CC=C(C=C1)C1=CC=2C(C3=CC=CC=C3C2C=C1)(CCC)CCC)C1=CC=CC=C1)=O (2,5-diphenyl-3,4-di{4-[9,9-di-n-propyl-2-fluorenyl]phenyl}cyclopentadienone). Yield: 99.0%. Reaction SMILES: [C:1]1([C:7]2[C:8](=[O:32])[C:9]([C:26]3[CH:31]=[CH:30][CH:29]=[CH:28][CH:27]=3)=[C:10]([C:19]3[CH:24]=[CH:23][C:22](Br)=[CH:21][CH:20]=3)[C:11]=2[C:12]2[CH:17]=[CH:16][C:15](Br)=[CH:14][CH:13]=2)[CH:6]=[CH:5][CH:4]=[CH:3][CH:2]=1.C(=O)([O-])[O-].[Na+].[Na+].[C:39]1([CH3:45])[CH:44]=[CH:43][CH:42]=[CH:41][CH:40]=1>C(O)C.[Pd].C1(P(C2C=CC=CC=2)C2C=CC=CC=2)C=CC=CC=1.C1(P(C2C=CC=CC=2)C2C=CC=CC=2)C=CC=CC=1.C1(P(C2C=CC=CC=2)C2C=CC=CC=2)C=CC=CC=1.C1(P(C2C=CC=CC=2)C2C=CC=CC=2)C=CC=CC=1>[C:1]1([C:7]2[C:8](=[O:32])[C:9]([C:26]3[CH:31]=[CH:30][CH:29]=[CH:28][CH:27]=3)=[C:10]([C:19]3[CH:24]=[CH:23][C:22]([C:41]4[CH:42]=[CH:43][C:44]5[C:16]6[C:15](=[CH:14][CH:13]=[CH:12][CH:17]=6)[C:45]([CH2:21][CH2:22][CH3:23])([CH2:10][CH2:9][CH3:26])[C:39]=5[CH:40]=4)=[CH:21][CH:20]=3)[C:11]=2[C:12]2[CH:17]=[CH:16][C:15]([C:41]3[CH:42]=[CH:43][C:44]4[C:6]5[C:1](=[CH:2][CH:3]=[CH:4][CH:5]=5)[C:45]([CH2:8][CH2:7][CH3:11])([CH2:24][CH2:19][CH3:20])[C:39]=4[CH:40]=3)=[CH:14][CH:13]=2)[CH:6]=[CH:5][CH:4]=[CH:3][CH:2]=1 |f:1.2.3,6.7.8.9.10|. Reported procedure: Tetrakis(triphenylphosphine)-palladium (0) (1.48 g, 1.3 mmol) was added to a solution of (9) (13.8 g, 26 mmol) and (8) (22.6 g, 77 mmol) in a mixture of ethanol (100 mL), 2M aqueous sodium carbonate (100 mL) and toluene (300 mL) that had been deoxygenated with argon. The solution was deoxygenated and heated at reflux for 16 hours, then poured into methanol. The resulting brown precipitate was filtered, dissolved in chloroform, washed with brine, and dried over magnesium sulfate. The solution was... Reactants: O=C(O)c1[nH]nc2c1CC1CC21, C1c2c(n[nH]c2-c2nn[nH]n2)C2CC12. The product is O=C(O)c1[nH]nc2c1C1CC1C2. Reaction SMILES: [CH2:15]1[CH:16]2[CH:17]1[CH2:18][c:19]1[c:20]([C:24](=[O:25])[OH:26])[nH:21][n:22][c:23]12.[n:1]1[nH:2][n:3][n:4][c:5]1-[c:6]1[nH:7][n:8][c:9]2[c:10]1[CH2:11][CH:12]1[CH2:13][CH:14]21>>[CH2:15]1[CH:17]2[CH2:16][c:23]3[c:19]([c:20]([C:24](=[O:25])[OH:26])[nH:21][n:22]3)[CH:18]12.